Dataset: the Open Reaction Database (ORD), a public repository of structured organic reaction records. Task: describe an organic reaction: reactants, conditions, products, and yield Reaction SMILES: [C:1]([CH3:2])([CH3:3])([CH3:4])[O:5][C:6]([N:7]([CH3:8])[CH2:9][c:10]1[cH:11][n:12]([S:16](=[O:17])(=[O:18])[c:19]2[cH:20][n:21][cH:22][cH:23][cH:24]2)[c:13]([Br:15])[cH:14]1)=[O:25].[CH3:26][c:27]1[c:28]([B:33]([OH:34])[OH:35])[cH:29][cH:30][cH:31][cH:32]1.[CH3:42][O:43][CH2:44][CH2:45][O:46][CH3:47].[Na+:36].[Na+:37].[O-:38][C:39](=[O:40])[O-:41].[OH2:48].[cH:49]1[cH:50][cH:51][c:52]([P:53]([Pd:54]([P:55]([c:56]2[cH:57][cH:58][cH:59][cH:60][cH:61]2)([c:62]2[cH:63][cH:64][cH:65][cH:66][cH:67]2)[c:68]2[cH:69][cH:70][cH:71][cH:72][cH:73]2)([P:74]([c:75]2[cH:76][cH:77][cH:78][cH:79][cH:80]2)([c:81]2[cH:82][cH:83][cH:84][cH:85][cH:86]2)[c:87]2[cH:88][cH:89][cH:90][cH:91][cH:92]2)[P:93]([c:94]2[cH:95][cH:96][cH:97][cH:98][cH:99]2)([c:100]2[cH:101][cH:102][cH:103][cH:104][cH:105]2)[c:106]2[cH:107][cH:108][cH:109][cH:110][cH:111]2)([c:112]2[cH:113][cH:114][cH:115][cH:116][cH:117]2)[c:118]2[cH:119][cH:120][cH:121][cH:122][cH:123]2)[cH:124][cH:125]1>>[C:1]([CH3:2])([CH3:3])([CH3:4])[O:5][C:6]([N:7]([CH3:8])[CH2:9][c:10]1[cH:11][n:12]([S:16](=[O:17])(=[O:18])[c:19]2[cH:20][n:21][cH:22][cH:23][cH:24]2)[c:13](-[c:28]2[c:27]([CH3:26])[cH:32][cH:31][cH:30][cH:29]2)[cH:14]1)=[O:25]. Yields the product Cc1ccccc1-c1cc(CN(C)C(=O)OC(C)(C)C)cn1S(=O)(=O)c1cccnc1. Starting materials: CN(Cc1cc(Br)n(S(=O)(=O)c2cccnc2)c1)C(=O)OC(C)(C)C, Cc1ccccc1B(O)O, COCCOC, [Na+], [Na+], O=C([O-])[O-], O, c1ccc(P(c2ccccc2)(c2ccccc2)[Pd](P(c2ccccc2)(c2ccccc2)c2ccccc2)(P(c2ccccc2)(c2ccccc2)c2ccccc2)P(c2ccccc2)(c2ccccc2)c2ccccc2)cc1. The reactants are [Al+3], N#Cc1ccc(-c2nc(-c3ccc(F)cc3)c(-c3ccncc3)[nH]2)cc1, C1CCOC1, CCOCC, [H-], [H-], [H-], [H-], [Li+], [Na+], [OH-]. Yields the product NCc1ccc(-c2nc(-c3ccc(F)cc3)c(-c3ccncc3)[nH]2)cc1. Reaction SMILES: [Al+3:28].[C:1](#[N:2])[c:3]1[cH:4][cH:5][c:6](-[c:9]2[nH:10][c:11](-[c:21]3[cH:22][cH:23][n:24][cH:25][cH:26]3)[c:12](-[c:14]3[cH:15][cH:16][c:17]([F:20])[cH:18][cH:19]3)[n:13]2)[cH:7][cH:8]1.[CH2:40]1[O:41][CH2:42][CH2:43][CH2:44]1.[CH3:35][CH2:36][O:37][CH2:38][CH3:39].[H-:27].[H-:30].[H-:31].[H-:32].[Li+:29].[Na+:34].[OH-:33]>>[CH2:1]([NH2:2])[c:3]1[cH:4][cH:5][c:6](-[c:9]2[nH:10][c:11](-[c:21]3[cH:22][cH:23][n:24][cH:25][cH:26]3)[c:12](-[c:14]3[cH:15][cH:16][c:17]([F:20])[cH:18][cH:19]3)[n:13]2)[cH:7][cH:8]1. Starting materials: [Al+3], CCOC(=O)NC1CCCCC1O, C1CCOC1, [H-], [H-], [H-], [H-], [Li+]. Product: CNC1CCCCC1O. Reaction SMILES: [Al+3:15].[CH2:1]([O:2][C:4](=[O:3])[NH:5][CH:6]1[CH:7]([OH:12])[CH2:8][CH2:9][CH2:10][CH2:11]1)[CH3:13].[CH2:20]1[O:21][CH2:22][CH2:23][CH2:24]1.[H-:14].[H-:17].[H-:18].[H-:19].[Li+:16]>>[CH3:4][NH:5][CH:6]1[CH:7]([OH:12])[CH2:8][CH2:9][CH2:10][CH2:11]1. Reactants: CC(C)(C)[Si](OCC[C@H](NC(=O)OCC1=CC=CC=C1)C(=O)N[C@@H](COCC(OC)OC)C(=O)OC)(C)C (N-[O-[(1,1-dimethylethyl)-dimethylsilyl]-N-[(phenylmethoxy)carbonyl]-L-homoseryl]-O-(2,2-dimethoxyethyl)-L-serine, methyl ester), O.C=1(C(=CC=CC1)S(=O)(=O)O)C (toluenesulfonic acid monohydrate). Run in CO (methanol). Run at temperature 0 celsius, time 1.5 hour. Yields the product COC(COC[C@H](NC([C@@H](NC(=O)OCC1=CC=CC=C1)CCO)=O)C(=O)OC)OC (O-(2,2-Dimethoxyethyl)-N-[N-[(phenylmethoxy)-carbonyl]-L-homoservl]-L-serine, methyl ester). Yield: 89.8%. As a reaction SMILES: CC([Si](C)(C)[O:6][CH2:7][CH2:8][C@@H:9]([C:21]([NH:23][C@H:24]([C:33]([O:35][CH3:36])=[O:34])[CH2:25][O:26][CH2:27][CH:28]([O:31][CH3:32])[O:29][CH3:30])=[O:22])[NH:10][C:11]([O:13][CH2:14][C:15]1[CH:20]=[CH:19][CH:18]=[CH:17][CH:16]=1)=[O:12])(C)C.O.C1(C)C(S(O)(=O)=O)=CC=CC=1>CO>[CH3:32][O:31][CH:28]([O:29][CH3:30])[CH2:27][O:26][CH2:25][C@@H:24]([C:33]([O:35][CH3:36])=[O:34])[NH:23][C:21](=[O:22])[C@H:9]([CH2:8][CH2:7][OH:6])[NH:10][C:11]([O:13][CH2:14][C:15]1[CH:20]=[CH:19][CH:18]=[CH:17][CH:16]=1)=[O:12] |f:1.2|. Reported procedure: A solution of N-[O-[(1,1-dimethylethyl)-dimethylsilyl]-N-[(phenylmethoxy)carbonyl]-L-homoseryl]-O-(2,2-dimethoxyethyl)-L-serine, methyl ester [5.56 g, 10 mmol, prepared as described in Example 10(h)] in methanol (65 ml) was cooled to 0° C. (ice salt bath), treated with p toluenesulfonic acid monohydrate (386 mg, 2.0 mmol) and stirred at 0° C. for 1.5 hours. The reaction was quenched with sodium bicarbonate solution (198 mg. in 20 ml water), stirred for 5 minutes then evaporated to remove the met... Starting materials: O=C(O)c1ccc2c(c1)nc(-c1ccc3nc(-c4cc(Br)ccc4O)ccc3c1)n2C1CCCCC1, CC(=O)c1ccc2c(c1)NC(=O)CO2, CCO, [K+], [OH-]. Yields the product O=C1COc2ccc(-c3ccc4cc(-c5nc6cc(C(=O)O)ccc6n5C5CCCCC5)ccc4n3)cc2N1. As a reaction SMILES: [Br:1][c:2]1[cH:3][cH:4][c:5]([OH:6])[c:7](-[c:8]2[n:9][c:10]3[cH:11][cH:12][c:13](-[c:18]4[n:19][c:20]5[c:21]([n:22]4[CH:23]4[CH2:24][CH2:25][CH2:26][CH2:27][CH2:28]4)[cH:29][cH:30][c:31]([C:33](=[O:34])[OH:35])[cH:32]5)[cH:14][c:15]3[cH:16][cH:17]2)[cH:36]1.[C:37](=[O:38])([CH3:39])[c:40]1[cH:41][cH:42][c:43]2[c:44]([cH:50]1)[NH:45][C:46](=[O:49])[CH2:47][O:48]2.[CH3:53][CH2:54][OH:55].[K+:52].[OH-:51]>>[c:8]1(-[c:40]2[cH:41][cH:42][c:43]3[c:44]([cH:50]2)[NH:45][C:46](=[O:49])[CH2:47][O:48]3)[n:9][c:10]2[cH:11][cH:12][c:13](-[c:18]3[n:19][c:20]4[c:21]([n:22]3[CH:23]3[CH2:24][CH2:25][CH2:26][CH2:27][CH2:28]3)[cH:29][cH:30][c:31]([C:33](=[O:34])[OH:35])[cH:32]4)[cH:14][c:15]2[cH:16][cH:17]1. Reaction SMILES: [Br-:14].[CH3:15][c:16]1[cH:17][c:18]([Mg+:23])[cH:19][c:20]([CH3:22])[cH:21]1.[O:1]=[C:2]1[CH2:3][CH2:4][c:5]2[nH:6][c:7]([C:10](=[O:11])[O:12][CH3:13])[cH:8][c:9]21>>[CH:2]1([c:18]2[cH:17][c:16]([CH3:15])[cH:21][c:20]([CH3:22])[cH:19]2)[CH2:3][CH2:4][c:5]2[nH:6][c:7]([C:10](=[O:11])[O:12][CH3:13])[cH:8][c:9]21. Starting materials: [Br-], Cc1cc(C)cc([Mg+])c1, COC(=O)c1cc2c([nH]1)CCC2=O. Product: COC(=O)c1cc2c([nH]1)CCC2c1cc(C)cc(C)c1. The reactants are COC(C1=C(C=CC=C1)N1C(N(C2=C1C=CC=C2)CC2=CN(C1=CC=CC(=C21)C)C)=O)=O (2-[3-(1,4-Dimethyl-1H-indol-3-ylmethyl)-2-oxo-2,3-dihydro-benzimidazol-1-yl]-benzoic acid methyl ester), LiOH monohydrate, Cl (HCl), LiOH monohydrate. Solvent: O1CCOCC1 (1,4-dioxane), O (water), O (water). Run at time 16 hour. The product is CN1C=C(C2=C(C=CC=C12)C)CN1C(N(C2=C1C=CC=C2)C2=C(C(=O)O)C=CC=C2)=O (2-[3-(1,4-Dimethyl-1H-indol-3-ylmethyl)-2-oxo-2,3-dihydro-benzimidazol-1-yl]-benzoic acid). The yield is 90.6%. Reaction SMILES: C[O:2][C:3](=[O:32])[C:4]1[CH:9]=[CH:8][CH:7]=[CH:6][C:5]=1[N:10]1[C:14]2[CH:15]=[CH:16][CH:17]=[CH:18][C:13]=2[N:12]([CH2:19][C:20]2[C:28]3[C:23](=[CH:24][CH:25]=[CH:26][C:27]=3[CH3:29])[N:22]([CH3:30])[CH:21]=2)[C:11]1=[O:31].Cl>O1CCOCC1.O>[CH3:30][N:22]1[C:23]2[C:28](=[C:27]([CH3:29])[CH:26]=[CH:25][CH:24]=2)[C:20]([CH2:19][N:12]2[C:13]3[CH:18]=[CH:17][CH:16]=[CH:15][C:14]=3[N:10]([C:5]3[CH:6]=[CH:7][CH:8]=[CH:9][C:4]=3[C:3]([OH:32])=[O:2])[C:11]2=[O:31])=[CH:21]1. Reported procedure: To a solution of 2-[3-(1,4-Dimethyl-1H-indol-3-ylmethyl)-2-oxo-2,3-dihydro-benzimidazol-1-yl]-benzoic acid methyl ester (45 mg, 0.11 mmol) in 1,4-dioxane (1.0 mL) is added LiOH monohydrate (5.6 mg, 0.13 mmol) in water (0.1 mL) at room temperature. The solution is stirred at the same temperature for 16 hours. Then another 1.0 mg of LiOH monohydrate is added and the reaction is continued for another 2 hr. Then 0.5 mL of 1.0 M HCl is added along with 10 mL of water. The mixture is extracted with Et...